From a dataset of the Open Reaction Database (ORD), a public repository of structured organic reaction records. describe an organic reaction: reactants, conditions, products, and yield Starting materials: Cl (HCl), O1CCOCC1 (1,4-dioxane), OC(=O)C(F)(F)F.OC(=O)C(F)(F)F.CC1=CC2=C(N=C(O2)N2C(CN(CC2)C(=O)OC(C)(C)C)COC=2C=NC=CC2)C=C1 (tert-butyl 4-(6-methylbenzo[d]oxazol-2-yl)-3-((pyridin-3-yloxy)methyl)piperazine-1-carboxylate di-TFA salt). Solvent: CO (MeOH). Run at time 2 hour. Product: Cl.CC1=CC2=C(N=C(O2)N2C(CNCC2)COC=2C=NC=CC2)C=C1 (6-methyl-2-(2-((pyridin-3-yloxy)methyl)piperazin-1-yl)benzo[d]oxazole hydrochloride). RXN SMILES: [ClH:1].O1CCOCC1.OC(C(F)(F)F)=O.OC(C(F)(F)F)=O.[CH3:22][C:23]1[CH:52]=[CH:51][C:26]2[N:27]=[C:28]([N:30]3[CH2:35][CH2:34][N:33](C(OC(C)(C)C)=O)[CH2:32][CH:31]3[CH2:43][O:44][C:45]3[CH:46]=[N:47][CH:48]=[CH:49][CH:50]=3)[O:29][C:25]=2[CH:24]=1>CO>[ClH:1].[CH3:22][C:23]1[CH:52]=[CH:51][C:26]2[N:27]=[C:28]([N:30]3[CH2:35][CH2:34][NH:33][CH2:32][CH:31]3[CH2:43][O:44][C:45]3[CH:46]=[N:47][CH:48]=[CH:49][CH:50]=3)[O:29][C:25]=2[CH:24]=1 |f:2.3.4,6.7|. Procedure details: 4 M HCl in 1,4-dioxane (6 mL, 24 mmol) was added to a solution of tert-butyl 4-(6-methylbenzo[d]oxazol-2-yl)-3-((pyridin-3-yloxy)methyl)piperazine-1-carboxylate di-TFA salt (91.1 mg, 0.140 mmol) in MeOH (1 mL). After 2 h, the reaction mixture was concentrated under reduced pressure and purified by HPLC (5 to 50% MeCN/0.1% TFA in H2O/0.1% TFA gradient). The fractions containing the desired product were brought to pH 12 with 1 N NaOH, and brine (20 mL) was added. This was extracted with EtOAc (3×)... The reactants are C(C)OC1=C(C(=C(C=C1)C1CCC(CC1)(O)CCCCC)F)F (4-(4-ethoxy-2,3-difluorophenyl)-1-pentylcyclohexanol), O (water), O.C1(=CC=C(C=C1)S(=O)(=O)O)C (toluene-4-sulphonic acid monohydrate). Run in C1(=CC=CC=C1)C (toluene). Yields the product C(C)OC1=C(C(=C(C=C1)C1CC=C(CC1)CCCCC)F)F (1-ethoxy-2,3-difluoro-4-(4-pentylcyclohex-3-enyl)benzene). Reaction SMILES: [CH2:1]([O:3][C:4]1[CH:9]=[CH:8][C:7]([CH:10]2[CH2:15][CH2:14][C:13]([CH2:17][CH2:18][CH2:19][CH2:20][CH3:21])(O)[CH2:12][CH2:11]2)=[C:6]([F:22])[C:5]=1[F:23])[CH3:2].O.O.C1(C)C=CC(S(O)(=O)=O)=CC=1>C1(C)C=CC=CC=1>[CH2:1]([O:3][C:4]1[CH:9]=[CH:8][C:7]([CH:10]2[CH2:15][CH2:14][C:13]([CH2:17][CH2:18][CH2:19][CH2:20][CH3:21])=[CH:12][CH2:11]2)=[C:6]([F:22])[C:5]=1[F:23])[CH3:2] |f:2.3|. Procedure details: A solution of 128.0 g of 4-(4-ethoxy-2,3-difluorophenyl)-1-pentylcyclohexanol in 1 l of toluene was refluxed in a water separator with addition of 5.0 g of toluene-4-sulphonic acid monohydrate. When all the water had been removed, the mixture was subjected to conventional work-up, giving 1-ethoxy-2,3-difluoro-4-(4-pentylcyclohex-3-enyl)benzene. Reactants: [Br-], CC(C)(C)OC(=O)N1C2CCC(NC(=O)OCc3ccccc3)C(C2)C1O, COC(=O)c1cccc(C[P+](c2ccccc2)(c2ccccc2)c2ccccc2)c1, C[Si](C)(C)[N-][Si](C)(C)C, [Cl-], [K+], [NH4+], C1CCOC1. The product is COC(=O)c1cccc(C=CC2CC(NC(=O)OC(C)(C)C)CCC2NC(=O)OCc2ccccc2)c1. Reaction SMILES: [Br-:1].[CH2:42]([c:43]1[cH:44][cH:45][cH:46][cH:47][cH:48]1)[O:49][C:50](=[O:51])[NH:52][CH:53]1[CH:54]2[CH:55]([OH:68])[N:56]([C:61](=[O:62])[O:63][C:64]([CH3:65])([CH3:66])[CH3:67])[CH:57]([CH2:58][CH2:59]1)[CH2:60]2.[CH3:2][O:3][C:4](=[O:5])[c:6]1[cH:7][c:8]([CH2:9][P+:10]([c:11]2[cH:12][cH:13][cH:14][cH:15][cH:16]2)([c:17]2[cH:18][cH:19][cH:20][cH:21][cH:22]2)[c:23]2[cH:24][cH:25][cH:26][cH:27][cH:28]2)[cH:29][cH:30][cH:31]1.[CH3:32][Si:33]([N-:34][Si:35]([CH3:36])([CH3:37])[CH3:38])([CH3:39])[CH3:40].[Cl-:69].[K+:41].[NH4+:70].[O:71]1[CH2:72][CH2:73][CH2:74][CH2:75]1>>[CH3:2][O:3][C:4](=[O:5])[c:6]1[cH:7][c:8]([CH:9]=[CH:55][CH:54]2[CH:53]([NH:52][C:50]([O:49][CH2:42][c:43]3[cH:44][cH:45][cH:46][cH:47][cH:48]3)=[O:51])[CH2:59][CH2:58][CH:57]([NH:56][C:61](=[O:62])[O:63][C:64]([CH3:65])([CH3:66])[CH3:67])[CH2:60]2)[cH:29][cH:30][cH:31]1. Reactants: [2H]C([2H])([2H])S(=O)C([2H])([2H])[2H].[2H]O[2H] ((CD3)2SO D2O), [Si](C)(C)(C)C (Me4Si), C(C)(=O)N[C@H]1[C@H](OCC)O[C@@H]([C@H]([C@@H]1O)O[C@H]1[C@H](OC(C)=O)[C@@H](OC(C)=O)[C@@H](O[C@@H]2[C@H](OC(C)=O)[C@@H](OC(C)=O)[C@@H](OC(C)=O)[C@H](O2)COC(C)=O)[C@H](O1)COC(C)=O)CO (Ethyl 2-acetamido-2-deoxy-4-O-[2,3,6-tri-O-acetyl-4-O-(2,3,4,6-tetra-O-acetyl-α-D-galactopyranosyl)-β-D-galactopyranosyl]-β-D-glucopyranoside). Yields the product C(C)(=O)N[C@H]1[C@H](OCC)O[C@@H]([C@H]([C@@H]1O)O[C@H]1[C@H](O)[C@@H](O)[C@@H](O[C@@H]2[C@H](O)[C@@H](O)[C@@H](O)[C@H](O2)CO)[C@H](O1)CO)CO (Ethyl 2-acetamido-2-deoxy-4-O-[4-O-(α-D-galactopyranosyl)-β-D-galactopyranosyl]-β-D- glucopyranoside). The yield is 82.0%. As a reaction SMILES: [2H]C(S(C([2H])([2H])[2H])=O)([2H])[2H].[2H]O[2H].[Si](C)(C)(C)C.[C:19]([NH:22][C@@H:23]1[C@@H:31]([OH:32])[C@H:30]([O:33][C@@H:34]2[O:71][C@H:70]([CH2:72][O:73]C(=O)C)[C@H:45]([O:46][C@H:47]3[O:64][C@H:63]([CH2:65][O:66]C(=O)C)[C@H:58]([O:59]C(=O)C)[C@H:53]([O:54]C(=O)C)[C@H:48]3[O:49]C(=O)C)[C@H:40]([O:41]C(=O)C)[C@H:35]2[O:36]C(=O)C)[C@@H:29]([CH2:77][OH:78])[O:28][C@H:24]1[O:25][CH2:26][CH3:27])(=[O:21])[CH3:20]>>[C:19]([NH:22][C@@H:23]1[C@@H:31]([OH:32])[C@H:30]([O:33][C@@H:34]2[O:71][C@H:70]([CH2:72][OH:73])[C@H:45]([O:46][C@H:47]3[O:64][C@H:63]([CH2:65][OH:66])[C@H:58]([OH:59])[C@H:53]([OH:54])[C@H:48]3[OH:49])[C@H:40]([OH:41])[C@H:35]2[OH:36])[C@@H:29]([CH2:77][OH:78])[O:28][C@H:24]1[O:25][CH2:26][CH3:27])(=[O:21])[CH3:20] |f:0.1|. Procedure details: Compound 87 (58 mg, 0.06 mmol) was O-deacetylated in methanolic sodium methoxide (0.036M, 5.5 ml) at room temperature for 21 h. The mixture was neutralized with Duolite C-26 (H) resin, filtered and concentrated. The residue was dissolved in water and lyophilized to give 88 (21 mg, 60%) with [α]D22 +25° (c 0.7, water). 1H-NMR [(CD3)2SO+D2O, 50°, Me4Si] δ inter alia 4.80 (d, 1H, J=3.5 Hz, H1"), 4.37 (d, 1H, J=8 Hz, H1 or H1'), 4.29 (d, 1H, J=7.5 Hz, H1 or H1'), 4.07 (bt, 1H, J~6.5 Hz), 1.81 (s, 3H... The reactants are CO, Cl, CC1(N2C(=O)c3cccc(NC(=O)CN=[N+]=[N-])c3C2=O)CCC(=O)NC1=O, O. Product: Cl, CC1(N2C(=O)c3cccc(NC(=O)CN)c3C2=O)CCC(=O)NC1=O. Reaction SMILES: [CH3:30][OH:31].[ClH:29].[N:1](=[N+:2]=[N-:3])[CH2:4][C:5](=[O:6])[NH:7][c:8]1[c:9]2[c:13]([cH:14][cH:15][cH:16]1)[C:12](=[O:17])[N:11]([C:18]1([CH3:26])[C:19](=[O:25])[NH:20][C:21](=[O:24])[CH2:22][CH2:23]1)[C:10]2=[O:27].[OH2:28]>>[ClH:29].[NH2:1][CH2:4][C:5](=[O:6])[NH:7][c:8]1[c:9]2[c:13]([cH:14][cH:15][cH:16]1)[C:12](=[O:17])[N:11]([C:18]1([CH3:26])[C:19](=[O:25])[NH:20][C:21](=[O:24])[CH2:22][CH2:23]1)[C:10]2=[O:27]. The reactants are C(CCCCCC)NC(N(C)C=1C=C(C=CC1)C1=C(C=C(C=C1)CCC(=O)OC)O)=O (methyl 3-[3′-(3-heptyl-1-methylureido)-2-hydroxybiphenyl-4-yl]propanoate), BrCCC(C)C (1-bromo-3-methylbutane), C([O-])([O-])=O.[K+].[K+] (potassium carbonate), [I-].[Na+] (sodium iodide). The solvent is C(C)C(=O)C (methyl ethyl ketone). Product: C(CCCCCC)NC(N(C)C=1C=C(C=CC1)C1=C(C=C(C=C1)CCC(=O)OC)OCCC(C)C)=O (methyl 3-[3′-(3-heptyl-1-methylureido)-2-(3-methylbutoxy)biphenyl-4-yl]propanoate). Yield: 114.6%. Reaction SMILES: [CH2:1]([NH:8][C:9](=[O:31])[N:10]([C:12]1[CH:13]=[C:14]([C:18]2[CH:23]=[CH:22][C:21]([CH2:24][CH2:25][C:26]([O:28][CH3:29])=[O:27])=[CH:20][C:19]=2[OH:30])[CH:15]=[CH:16][CH:17]=1)[CH3:11])[CH2:2][CH2:3][CH2:4][CH2:5][CH2:6][CH3:7].Br[CH2:33][CH2:34][CH:35]([CH3:37])[CH3:36].C(=O)([O-])[O-].[K+].[K+].[I-].[Na+]>C(C(C)=O)C>[CH2:1]([NH:8][C:9](=[O:31])[N:10]([C:12]1[CH:13]=[C:14]([C:18]2[CH:23]=[CH:22][C:21]([CH2:24][CH2:25][C:26]([O:28][CH3:29])=[O:27])=[CH:20][C:19]=2[O:30][CH2:33][CH2:34][CH:35]([CH3:37])[CH3:36])[CH:15]=[CH:16][CH:17]=1)[CH3:11])[CH2:2][CH2:3][CH2:4][CH2:5][CH2:6][CH3:7] |f:2.3.4,5.6|. Reported procedure: A solution of 300 mg (0.703 mmol, 1 eq) of methyl 3-[3′-(3-heptyl-1-methylureido)-2-hydroxybiphenyl-4-yl]propanoate (prepared in Example 15f), 319 mg (2.11 mmol, 3 eq) of 1-bromo-3-methylbutane and 583 mg (4.22 mmol, 6 eq) of potassium carbonate in the presence of 42 mg (0.281 mmol, 0.4 eq) of sodium iodide in 10 ml of methyl ethyl ketone is refluxed for 21 hours. The insoluble matter is filtered off and the solvent is evaporated off. 400 mg of methyl 3-[3′-(3-heptyl-1-methylureido)-2-(3-methylb... Reactants: FC=1N(C=C(N1)CCCO)C(C1=CC=CC=C1)(C1=CC=CC=C1)C1=CC=CC=C1 (2-fluoro-4-(3-hydroxypropyl)-1-triphenylmethylimidazole), C(C)(=O)N=C=O (acetyl isocyanate), FC=1N(C=C(N1)CCCOC(NC1=CC=CC=C1)=O)C(C1=CC=CC=C1)(C1=CC=CC=C1)C1=CC=CC=C1 (2-fluoro-4-(3-phenylcarbamoyloxypropyl)-1-triphenylmethylimidazole). Solvent: N1=CC=CC=C1 (pyridine). Product: C(C)(=O)NC(=O)OCCCC=1N=C(N(C1)C(C1=CC=CC=C1)(C1=CC=CC=C1)C1=CC=CC=C1)F (4-(3-acetylcarbamoyloxypropyl)-2-fluoro-1-triphenylmethylimidazole). RXN SMILES: [F:1][C:2]1[N:3]([C:11]([C:24]2[CH:29]=[CH:28][CH:27]=[CH:26][CH:25]=2)([C:18]2[CH:23]=[CH:22][CH:21]=[CH:20][CH:19]=2)[C:12]2[CH:17]=[CH:16][CH:15]=[CH:14][CH:13]=2)[CH:4]=[C:5]([CH2:7][CH2:8][CH2:9][OH:10])[N:6]=1.[C:30]([N:33]=[C:34]=[O:35])(=[O:32])[CH3:31].FC1N(C(C2C=CC=CC=2)(C2C=CC=CC=2)C2C=CC=CC=2)C=C(CCCOC(=O)NC2C=CC=CC=2)N=1>N1C=CC=CC=1>[C:30]([NH:33][C:34]([O:10][CH2:9][CH2:8][CH2:7][C:5]1[N:6]=[C:2]([F:1])[N:3]([C:11]([C:24]2[CH:29]=[CH:28][CH:27]=[CH:26][CH:25]=2)([C:12]2[CH:17]=[CH:16][CH:15]=[CH:14][CH:13]=2)[C:18]2[CH:19]=[CH:20][CH:21]=[CH:22][CH:23]=2)[CH:4]=1)=[O:35])(=[O:32])[CH3:31]. Reported procedure: A solution of 2-fluoro-4-(3-hydroxypropyl)-1-triphenylmethylimidazole in pyridine was treated with acetyl isocyanate at 85°. Work up as for the starting material of Example 11 gave 4-(3-acetylcarbamoyloxypropyl)-2-fluoro-1-triphenylmethylimidazole, having the following n.m.r. spectrum in d6DMSO: 1.82 (m, 2H); 2.12 (s, 3H); 2.45 (t, 2H) 4.05 (t, 2H); 6.28 (s, 1H); 7.0-7.5 (m, 15H); 10.12 (br, 1H). Starting materials: CC(C)(C)OC(=O)NC(C(=O)N1CCC2NCC(c3c[nH]c4cc(F)ccc34)C21)C1CCCCC1, CC(=O)OC(C)=O, CN(C)c1ccncc1, ClCCl. Yields the product CC(=O)N1CC(c2c[nH]c3cc(F)ccc23)C2C1CCN2C(=O)C(NC(=O)OC(C)(C)C)C1CCCCC1. RXN SMILES: [C:1]([CH3:2])([CH3:3])([CH3:4])[O:5][C:6]([NH:7][CH:8]([C:9](=[O:10])[N:11]1[CH:12]2[CH:13]([CH2:14][CH2:15]1)[NH:16][CH2:17][CH:18]2[c:19]1[cH:20][nH:21][c:22]2[cH:23][c:24]([F:28])[cH:25][cH:26][c:27]12)[CH:29]1[CH2:30][CH2:31][CH2:32][CH2:33][CH2:34]1)=[O:35].[CH3:36][C:37](=[O:38])[O:39][C:40]([CH3:41])=[O:42].[CH3:46][N:47]([c:48]1[cH:49][cH:50][n:51][cH:52][cH:53]1)[CH3:54].[Cl:43][CH2:44][Cl:45]>>[C:1]([CH3:2])([CH3:3])([CH3:4])[O:5][C:6]([NH:7][CH:8]([C:9](=[O:10])[N:11]1[CH:12]2[CH:13]([CH2:14][CH2:15]1)[N:16]([C:37]([CH3:36])=[O:38])[CH2:17][CH:18]2[c:19]1[cH:20][nH:21][c:22]2[cH:23][c:24]([F:28])[cH:25][cH:26][c:27]12)[CH:29]1[CH2:30][CH2:31][CH2:32][CH2:33][CH2:34]1)=[O:35].